The task is: describe an organic reaction: reactants, conditions, products, and yield. This data is from the Open Reaction Database (ORD), a public repository of structured organic reaction records. Starting materials: [N+](=O)([O-])[O-].[NH4+].[Ce] (cerium ammonium nitrate), COC1=C2C=C(C=NC2=C(C=C1)OC)C(=O)OCC (ethyl 5,8-dimethoxyquinoline-3-carboxylate). Run in CC#N.O (CH3CN H2O). Reaction conditions: time 1 hour. The product is O=C1C=2C=C(C=NC2C(C=C1)=O)C(=O)OCC (ethyl 5,8-dioxoquinoline-3-carboxylate). The yield is 90.3%. Reaction SMILES: [N+]([O-])([O-])=O.[NH4+].[Ce].C[O:8][C:9]1[CH:18]=[CH:17][C:16]([O:19]C)=[C:15]2[C:10]=1[CH:11]=[C:12]([C:21]([O:23][CH2:24][CH3:25])=[O:22])[CH:13]=[N:14]2>CC#N.O>[O:8]=[C:9]1[CH:18]=[CH:17][C:16](=[O:19])[C:15]2[N:14]=[CH:13][C:12]([C:21]([O:23][CH2:24][CH3:25])=[O:22])=[CH:11][C:10]1=2 |f:0.1.2,4.5|. Procedure details: 7.4 g of cerium ammonium nitrate are added at ambient temperature to a solution of 1 g (3.83 mmol) of ethyl 5,8-dimethoxyquinoline-3-carboxylate in a CH3CN/H2O mixture (45 mL/23 mL). The reaction medium is stirred for 1 hour and the acetonitrile is then evaporated off. The medium is basified by adding 17 mL of saturated NaHCO3 solution. 60 mL of H2O are added and this mixture is then extracted with CH2Cl2 (3 times 100 mL). After drying over MgSO4 and evaporating off the solvent, 0.8 g of ethyl 5... The reactants are C(CC)N(C1CC2=C(C=CC=C2CC1)CCN)CCC (2-dipropylamino-8-(2-aminoethyl)-1,2,3,4-tetrahydronaphthalene), C([O-])([O-])=O.[K+].[K+] (potassium carbonate), CS(=O)(=O)Cl (methanesulphonyl chloride). Solvent: C(Cl)Cl (methylene chloride). Conditions: time 8 hour. The product is Cl.C(CC)N(C1CC2=C(C=CC=C2CC1)CCNS(=O)(=O)C)CCC (2-Dipropylamino-8-(2-methanesulphonamido-ethyl)-1,2,3,4-tetrahydronaphthalene hydrochloride). Reaction SMILES: [CH2:1]([N:4]([CH2:18][CH2:19][CH3:20])[CH:5]1[CH2:14][CH2:13][C:12]2[C:7](=[C:8]([CH2:15][CH2:16][NH2:17])[CH:9]=[CH:10][CH:11]=2)[CH2:6]1)[CH2:2][CH3:3].C(=O)([O-])[O-].[K+].[K+].[CH3:27][S:28]([Cl:31])(=[O:30])=[O:29]>C(Cl)Cl>[ClH:31].[CH2:18]([N:4]([CH2:1][CH2:2][CH3:3])[CH:5]1[CH2:14][CH2:13][C:12]2[C:7](=[C:8]([CH2:15][CH2:16][NH:17][S:28]([CH3:27])(=[O:30])=[O:29])[CH:9]=[CH:10][CH:11]=2)[CH2:6]1)[CH2:19][CH3:20] |f:1.2.3,6.7|. Procedure: 1.2 g (4.4 mmol) of 2-dipropylamino-8-(2-aminoethyl)-1,2,3,4-tetrahydronaphthalene and 1.21 g (8.8 mmol) of potassium carbonate were initially introduced into 20 ml of methylene chloride. 550 mg (4.8 mmol) of methanesulphonyl chloride were then added dropwise at 25° C. The mixture was stirred overnight at room temperature. The mixture was then filtered, and the filtrate was washed once with water, dried over sodium sulphate and evaporated. Diethyl ether was added to the residue, methylene chlori... Starting materials: C1=CC=C(C=C1)P(C2=CC=CC=C2)C3=CC=CC=C3OC4=CC=CC=C4P(C5=CC=CC=C5)C6=CC=CC=C6 (DPEPhos), ClC1=NC=C(C(=C1)I)Cl (2,5-dichloro-4-iodopyridine), NC1=C(C#N)C=C(C=C1)Cl (2-amino-5-chlorobenzonitrile), [O-]P([O-])(=O)OP(=O)([O-])OP(=O)([O-])[O-].[K+].[K+].[K+].[K+].[K+] (potassium triphosphate). Reagents/catalysts: C(C)(=O)[O-].[Pd+2].C(C)(=O)[O-] (palladium acetate). Run in O1CCOCC1 (1,4-dioxane). Yields the product ClC=1C=CC(=C(C#N)C1)NC1=CC(=NC=C1Cl)Cl (5-chloro-2-[(2,5-dichloro-4-pyridinyl)amino]benzonitrile). Yield: 33.0%. Reaction SMILES: [Cl:1][C:2]1[CH:7]=[C:6](I)[C:5]([Cl:9])=[CH:4][N:3]=1.[NH2:10][C:11]1[CH:18]=[CH:17][C:16]([Cl:19])=[CH:15][C:12]=1[C:13]#[N:14].[O-]P(OP(OP([O-])([O-])=O)([O-])=O)(=O)[O-].[K+].[K+].[K+].[K+].[K+].C1C=CC(P(C2C(OC3C(P(C4C=CC=CC=4)C4C=CC=CC=4)=CC=CC=3)=CC=CC=2)C2C=CC=CC=2)=CC=1>O1CCOCC1.C([O-])(=O)C.[Pd+2].C([O-])(=O)C>[Cl:19][C:16]1[CH:17]=[CH:18][C:11]([NH:10][C:6]2[C:5]([Cl:9])=[CH:4][N:3]=[C:2]([Cl:1])[CH:7]=2)=[C:12]([CH:15]=1)[C:13]#[N:14] |f:2.3.4.5.6.7,10.11.12|. Procedure details: To a degassed solution of 2,5-dichloro-4-iodopyridine (4.5 g, 16.43 mmol), 2-amino-5-chlorobenzonitrile (2.507 g, 16.43 mmol) and potassium triphosphate (10.46 g, 49.3 mmol) in 1,4-dioxane (60 ml) stirred under nitrogen at the room temperature was added DPEPhos (0.708 g, 1.314 mmol) and palladium acetate (0.148 g, 0.657 mmol). The reaction mixture was stirred at reflux for 18 hr. The reaction mixture was filtered. The reaction mixture was evaporated. Ether (50 ml) was added and the solid was fil... Starting materials: Cl, COc1c(Cl)cc(CC(NS(=O)(=O)c2ccccc2)C(=O)NCCCCc2ccccc2)c2cn[nH]c12, c1cc[nH+]cc1. Yields the product O=C(NCCCCc1ccccc1)C(Cc1cc(Cl)c(O)c2[nH]ncc12)NS(=O)(=O)c1ccccc1. Reaction SMILES: [ClH:38].[c:1]1([S:7](=[O:8])(=[O:9])[NH:10][CH:11]([C:12](=[O:13])[NH:14][CH2:15][CH2:16][CH2:17][CH2:18][c:19]2[cH:20][cH:21][cH:22][cH:23][cH:24]2)[CH2:25][c:26]2[c:27]3[cH:28][n:29][nH:30][c:31]3[c:32]([O:36][CH3:37])[c:33]([Cl:35])[cH:34]2)[cH:2][cH:3][cH:4][cH:5][cH:6]1.[nH+:39]1[cH:40][cH:41][cH:42][cH:43][cH:44]1>>[c:1]1([S:7](=[O:8])(=[O:9])[NH:10][CH:11]([C:12](=[O:13])[NH:14][CH2:15][CH2:16][CH2:17][CH2:18][c:19]2[cH:20][cH:21][cH:22][cH:23][cH:24]2)[CH2:25][c:26]2[c:27]3[cH:28][n:29][nH:30][c:31]3[c:32]([OH:36])[c:33]([Cl:35])[cH:34]2)[cH:2][cH:3][cH:4][cH:5][cH:6]1. Starting materials: COC1=CC2=C(CC(N(CC2)CCCCl)=O)C=C1OC (3-(7,8-dimethoxy-1,3,4,5-tetrahydro-2H-3-benzazepin-2-on-3-yl)-1-chloropropane), CNCC1=CC=CC=C1 (N-methyl-benzylamine), O (water). Run in C(Cl)Cl (methylene chloride). Product: COC1=CC2=C(CC(N(CC2)CCCN(C)CC2=CC=CC=C2)=O)C=C1OC (N-[3-(7,8-Dimethoxy-1,3,4,5-tetrahydro-2H-3-benzazepin-2-on-3-yl)-propyl]-N-methyl-benzylamine). Reaction SMILES: [CH3:1][O:2][C:3]1[C:18]([O:19][CH3:20])=[CH:17][C:6]2[CH2:7][C:8](=[O:16])[N:9]([CH2:12][CH2:13][CH2:14]Cl)[CH2:10][CH2:11][C:5]=2[CH:4]=1.[CH3:21][NH:22][CH2:23][C:24]1[CH:29]=[CH:28][CH:27]=[CH:26][CH:25]=1.O>C(Cl)Cl>[CH3:1][O:2][C:3]1[C:18]([O:19][CH3:20])=[CH:17][C:6]2[CH2:7][C:8](=[O:16])[N:9]([CH2:12][CH2:13][CH2:14][N:22]([CH2:23][C:24]3[CH:29]=[CH:28][CH:27]=[CH:26][CH:25]=3)[CH3:21])[CH2:10][CH2:11][C:5]=2[CH:4]=1. Reported procedure: First 3-(7,8-dimethoxy-1,3,4,5-tetrahydro-2H-3-benzazepin-2-on-3-yl)-1-chloropropane (60 g, 0.2 mol) is heated to 130° C. with N-methyl-benzylamine (65 g, 0.54 mol) for 1.5 hours. After cooling the mixture is distributed between water and methylene chloride. The organic phase is separated off, dried and evaporated. The residue is purified by chromatography on silica gel (eluant: methylene chloride/methanol=10:1). M.p. of the hydrochloride: 205°-208° C.